From a dataset of the Open Reaction Database (ORD), a public repository of structured organic reaction records. describe an organic reaction: reactants, conditions, products, and yield The reactants are FC=1C=C(C(=CC1)N)N (4-fluorobenzene-1,2-diamine), C(C)(C)(C)OC(=O)N1CCC(CC1)C(=O)O (1-[(tert-butoxy)carbonyl]piperidine-4-carboxylic acid), P(OC1=CC=CC=C1)(OC1=CC=CC=C1)OC1=CC=CC=C1 (triphenyl phosphite). Run in CCOC(=O)C (EtOAc), N1=CC=CC=C1 (pyridine). The product is C(C)(C)(C)OC(=O)N1CCC(CC1)C1=NC2=C(N1)C=CC(=C2)F (tert-butyl-4-(5-fluoro-1H-1,3-benzodiazol-2-yl)piperidine-1-carboxylate). Isolated yield 32.0%. RXN SMILES: [F:1][C:2]1[CH:3]=[C:4]([NH2:9])[C:5]([NH2:8])=[CH:6][CH:7]=1.[C:10]([O:14][C:15]([N:17]1[CH2:22][CH2:21][CH:20]([C:23](O)=O)[CH2:19][CH2:18]1)=[O:16])([CH3:13])([CH3:12])[CH3:11].P(OC1C=CC=CC=1)(OC1C=CC=CC=1)OC1C=CC=CC=1>N1C=CC=CC=1.CCOC(C)=O>[C:10]([O:14][C:15]([N:17]1[CH2:22][CH2:21][CH:20]([C:23]2[NH:8][C:5]3[CH:6]=[CH:7][C:2]([F:1])=[CH:3][C:4]=3[N:9]=2)[CH2:19][CH2:18]1)=[O:16])([CH3:13])([CH3:11])[CH3:12]. Procedure: This compound is synthesized as described by adaptation of the following reference: Lin et al, Tetrahedron Lett., 2006, 47, 17, 2883. To a stirred mixture of 4-fluorobenzene-1,2-diamine (1.0 g, 7.93 mmol) and 1-[(tert-butoxy)carbonyl]piperidine-4-carboxylic acid (1.82 g, 7.93 mmol) in pyridine (4 mL) is added triphenyl phosphite (2.49 mL, 9.51 mmol). The reaction mixture is heated under reflux for 18 h. The reaction mixture is cooled to room temperature and diluted with EtOAc (40 mL). The soluti... Reactants: BrC1=CC2=C(OC(C2)C)C(=C1)S(N)(=O)=O (5-bromo-2,3-dihydro-2-methyl-7-sulfamoylbenzo[b]furan), C(C)(=O)[O-].[Na+] (sodium acetate). Reagents/catalysts: [Pd] (palladium on carbon). The solvent is CO (methanol). The product is CC1CC2=C(O1)C(=CC=C2)S(N)(=O)=O (2,3-dihydro-2-methyl-7-sulfamoylbenzo[b]furan). Yield: 79.3%. RXN SMILES: Br[C:2]1[CH:11]=[C:10]([S:12](=[O:15])(=[O:14])[NH2:13])[C:5]2[O:6][CH:7]([CH3:9])[CH2:8][C:4]=2[CH:3]=1.C([O-])(=O)C.[Na+]>[Pd].CO>[CH3:9][CH:7]1[O:6][C:5]2[C:10]([S:12](=[O:15])(=[O:14])[NH2:13])=[CH:11][CH:2]=[CH:3][C:4]=2[CH2:8]1 |f:1.2|. Procedure: 72.5 g (0.25 mole) of 5-bromo-2,3-dihydro-2-methyl-7-sulfamoylbenzo[b]furan are hydrogenated in the presence of 22.4 g (0.25 mole) of sodium acetate and 7.5 g of 5% palladium on carbon catalyst in 750 ml of methanol. The catalyst is removed, the solvent evaporated, and the residue crystallised from a mixture of water/ethanol, affording 42.3 g (79% of theory) of 2,3-dihydro-2-methyl-7-sulfamoylbenzo[b]furan with a melting point of 174°-177° C. Starting materials: CS(=O)(=O)NC1CCCCC1Nc1nc(Cl)ncc1Cl, COc1cc2c(cc1N)CCN(CCO)CC2. Product: COc1cc2c(cc1Nc1ncc(Cl)c(NC3CCCCC3NS(C)(=O)=O)n1)CCN(CCO)CC2. Reaction SMILES: [Cl:1][c:2]1[n:3][cH:4][c:5]([Cl:20])[c:6]([NH:8][CH:9]2[CH:10]([NH:15][S:16](=[O:17])(=[O:18])[CH3:19])[CH2:11][CH2:12][CH2:13][CH2:14]2)[n:7]1.[NH2:21][c:22]1[cH:23][c:24]2[c:25]([cH:34][c:35]1[O:36][CH3:37])[CH2:26][CH2:27][N:28]([CH2:31][CH2:32][OH:33])[CH2:29][CH2:30]2>>[c:2]1([NH:21][c:22]2[cH:23][c:24]3[c:25]([cH:34][c:35]2[O:36][CH3:37])[CH2:26][CH2:27][N:28]([CH2:31][CH2:32][OH:33])[CH2:29][CH2:30]3)[n:3][cH:4][c:5]([Cl:20])[c:6]([NH:8][CH:9]2[CH:10]([NH:15][S:16](=[O:17])(=[O:18])[CH3:19])[CH2:11][CH2:12][CH2:13][CH2:14]2)[n:7]1. Starting materials: B.C1CCOC1 (borane THF), OC=1C=C2C(CC(OC2=CC1)C1=CC=CC=C1)=O (6-hydroxyflavanone), ice. Run in C1CCOC1 (THF). Yields the product C1(=CC=CC=C1)C1OC2=CC=C(C=C2C(C1)O)O (2-Phenylchroman-4,6-diol). As a reaction SMILES: [OH:1][C:2]1[CH:3]=[C:4]2[C:9](=[CH:10][CH:11]=1)[O:8][CH:7]([C:12]1[CH:17]=[CH:16][CH:15]=[CH:14][CH:13]=1)[CH2:6][C:5]2=[O:18].B.C1COCC1>C1COCC1>[C:12]1([CH:7]2[CH2:6][CH:5]([OH:18])[C:4]3[C:9](=[CH:10][CH:11]=[C:2]([OH:1])[CH:3]=3)[O:8]2)[CH:13]=[CH:14][CH:15]=[CH:16][CH:17]=1 |f:1.2|. Procedure details: Into a suspension of 6-hydroxyflavanone (1.0 g) in dry THF (11.5 ml) was added dropwise a solution of borane-THF complex (12.5 ml, 1.0 M in THF) under nitrogen. The reaction mixture was refluxed for 1 hour. After cooling to the room temperature it was poured into an ice-2 M HCl-solution. 2-Phenylchroman-4,6-diol was filtered. 1H NMR (400 MHz, d6-DMSO) δ: 8.83 (s, 1H), 7.45-7.38 (m, 4H), 7.35 (m, 1H), 6.89 (d, 1H, J 2.8 Hz), 6.59 (d, 1H, J 8.7 Hz), 6.54 (dd, 1H, J 8.7, 2.8 Hz), 5.41 (d, 1H, J 7.0... The reactants are FC1=CC(=C(C=C1)O)CO (4-Fluoro-2-(hydroxymethyl)phenol), BrC1=CC=C(C=C1)C(F)(F)Br (1-bromo-4-[bromo(difluoro)methyl]benzene), C([O-])([O-])=O.[K+].[K+] (potassium carbonate). Solvent: CC(C)O (2-propanol). Product: BrC1=CC=C(C=C1)C(OC1=C(C=C(C=C1)F)CO)(F)F ({2-[(4-Bromophenyl)(difluoro)methoxy]-5-fluorophenyl}methanol). Yield: 35.8%. Reaction SMILES: [F:1][C:2]1[CH:7]=[CH:6][C:5]([OH:8])=[C:4]([CH2:9][OH:10])[CH:3]=1.[Br:11][C:12]1[CH:17]=[CH:16][C:15]([C:18](Br)([F:20])[F:19])=[CH:14][CH:13]=1.C(=O)([O-])[O-].[K+].[K+]>CC(O)C>[Br:11][C:12]1[CH:17]=[CH:16][C:15]([C:18]([F:20])([F:19])[O:8][C:5]2[CH:6]=[CH:7][C:2]([F:1])=[CH:3][C:4]=2[CH2:9][OH:10])=[CH:14][CH:13]=1 |f:2.3.4|. Reported procedure: A suspension of 1.17 g (8.23 mmol) of 4-fluoro-2-(hydroxymethyl)phenol from Example 34A, 2.59 g (12.63 mmol) of 1-bromo-4-[bromo(difluoro)methyl]benzene from Example 33A and 1.25 g (9.06 mmol) of potassium carbonate in 10 ml of 2-propanol is heated to reflux for 12 hours. The mixture is then concentrated to dryness. The residue is suspended in methylene chloride, absorbed on silica gel, dried in vacuo and purified by chromatography (mobile phase: cyclohexane/ethyl acetate 10:1, then 100% ethyl a... The reactants are CC(=O)[O-], CC(=O)[O-], CCCC[Sn+2]CCCC, CN=C=O, CCCCN(C)c1nsc(N)c1C#N, C1CCOC1. Yields the product CCCCN(C)c1nsc(NC(=O)NC)c1C#N. RXN SMILES: [C:19]([O-:20])(=[O:21])[CH3:22].[C:23]([O-:24])(=[O:25])[CH3:26].[CH2:27]([Sn+2:28][CH2:29][CH2:30][CH2:31][CH3:32])[CH2:33][CH2:34][CH3:35].[CH3:15][N:16]=[C:17]=[O:18].[NH2:1][c:2]1[c:3]([C:13]#[N:14])[c:4]([N:7]([CH3:8])[CH2:9][CH2:10][CH2:11][CH3:12])[n:5][s:6]1.[O:36]1[CH2:37][CH2:38][CH2:39][CH2:40]1>>[NH:1]([c:2]1[c:3]([C:13]#[N:14])[c:4]([N:7]([CH3:8])[CH2:9][CH2:10][CH2:11][CH3:12])[n:5][s:6]1)[C:17]([NH:16][CH3:15])=[O:18]. Reactants: C(C(=O)Cl)(=O)Cl (oxalyl chloride), ClC1=C(C(=O)O)C=C(C=C1)C (2-chloro-5-methyl-benzoic acid), CO (methanol). The reagents and catalysts are CN(C=O)C (N,N-dimethylformamide). Solvent: ClCCl (dichloromethane), ClCCl (dichloromethane). Conditions: time 1 hour. Yields the product ClC1=C(C(=O)OC)C=C(C=C1)C (methyl 2-chloro-5-methyl-benzoate). The yield is 100.0%. As a reaction SMILES: [Cl:1][C:2]1[CH:10]=[CH:9][C:8]([CH3:11])=[CH:7][C:3]=1[C:4]([OH:6])=[O:5].[C:12](Cl)(=O)C(Cl)=O.CO>ClCCl.CN(C)C=O>[Cl:1][C:2]1[CH:10]=[CH:9][C:8]([CH3:11])=[CH:7][C:3]=1[C:4]([O:6][CH3:12])=[O:5]. Procedure: To a suspension of 2-chloro-5-methyl-benzoic acid (3.0 g, 17.6 mmol) in dichloromethane (50 ml) was added a solution of oxalyl chloride in dichloromethane (2 M, 10 ml, 20 mmol) followed by N,N-dimethylformamide (5 drops). After stirring for 1 hour, methanol (20 ml) was added. After stirring for 3 hours, the mixture was concentrated under reduced pressure. The residue was partitioned between ethyl acetate (200 ml) and saturated aqueous potassium carbonate solution (100 ml). The organic layer was ...